From a dataset of the Open Reaction Database (ORD), a public repository of structured organic reaction records. describe an organic reaction: reactants, conditions, products, and yield Starting materials: COC1=C2[C@@]3(CC[C@H]4C(CCC[C@@]4([C@H]3CSC2=CC(=C1)OC)C)(C)C)C ((1R,10R,11S,16S)-3,5-dimethoxy-1,11,15,15-tetramethyl-8-thiatetracyclo[8.8.0.02,7.011,16]octadeca-2,4,6-triene), ClC=1C=C(C(=O)OO)C=CC1 (3-chloroperoxybenzoic acid). Solvent: C(Cl)Cl (CH2Cl2), C(Cl)Cl (CH2Cl2). Run at time 2 hour. The product is COC1=C2[C@@]3(CC[C@H]4C(CCC[C@@]4([C@H]3CS(C2=CC(=C1)OC)=O)C)(C)C)C ((1R,10R,11S,16S)-3,5-dimethoxy-1,11,15,15-tetramethyl-8-thiatetracyclo[8.8.0.02,7.011,16]octadeca-2,4,6-trien-8-one). As a reaction SMILES: [CH3:1][O:2][C:3]1[CH:20]=[C:19]([O:21][CH3:22])[CH:18]=[C:17]2[C:4]=1[C@@:5]1([CH3:26])[C@H:14]([CH2:15][S:16]2)[C@:13]2([CH3:23])[C@H:8]([C:9]([CH3:25])([CH3:24])[CH2:10][CH2:11][CH2:12]2)[CH2:7][CH2:6]1.ClC1C=C(C=CC=1)C(OO)=[O:32]>C(Cl)Cl>[CH3:1][O:2][C:3]1[CH:20]=[C:19]([O:21][CH3:22])[CH:18]=[C:17]2[C:4]=1[C@@:5]1([CH3:26])[C@H:14]([CH2:15][S:16]2=[O:32])[C@:13]2([CH3:23])[C@H:8]([C:9]([CH3:25])([CH3:24])[CH2:10][CH2:11][CH2:12]2)[CH2:7][CH2:6]1. Procedure: To a solution of (1R,10R,11S,16S)-3,5-dimethoxy-1,11,15,15-tetramethyl-8-thiatetracyclo[8.8.0.02,7.011,16]octadeca-2,4,6-triene (Compound No. 22) (187 mg, 0.5 mmol) in CH2Cl2 (20 mL) was added 3-chloroperoxybenzoic acid (77%, 112 mg, 0.5 mmol) portionwise at room temperature. The resulting mixture was stirred at room temperature for 2 h. CH2Cl2 (100 mL) was added and the mixture washed with saturated aqueous sodium bicarbonate (20 mL), dried (Na2SO4), and concentrated. Purification by chromatogr... The reactants are [OH-].[Na+] (sodium hydroxide), NC[C@@H]1[C@H](C[C@@H](O1)N1C(=O)NC(=O)C(=C1)CC)O (5'-amino-2',5'-dideoxy-5-ethyluridine), C1(=CC=CC=C1)C(C(=O)Cl)CC (2-phenylbutyryl chloride). The solvent is O (water). Reaction conditions: time 10 minute. Product: C(C)C=1C(NC(N([C@H]2C[C@H](O)[C@@H](CNC(C(CC)C3=CC=CC=C3)=O)O2)C1)=O)=O (2',5'-dideoxy-5-ethyl-5'-(2-phenylbutyramido)uridine). The yield is 69.8%. As a reaction SMILES: [OH-].[Na+].[NH2:3][CH2:4][C@H:5]1[O:9][C@@H:8]([N:10]2[CH:17]=[C:16]([CH2:18][CH3:19])[C:14](=[O:15])[NH:13][C:11]2=[O:12])[CH2:7][C@@H:6]1[OH:20].[C:21]1([CH:27]([CH2:31][CH3:32])[C:28](Cl)=[O:29])[CH:26]=[CH:25][CH:24]=[CH:23][CH:22]=1>O>[CH2:18]([C:16]1[C:14](=[O:15])[NH:13][C:11](=[O:12])[N:10]([CH:17]=1)[C@@H:8]1[O:9][C@H:5]([CH2:4][NH:3][C:28](=[O:29])[CH:27]([C:21]2[CH:26]=[CH:25][CH:24]=[CH:23][CH:22]=2)[CH2:31][CH3:32])[C@@H:6]([OH:20])[CH2:7]1)[CH3:19] |f:0.1|. Procedure details: 1.25 of 1M sodium hydroxide solution were added to 0.255 g of 5'-amino-2',5'-dideoxy-5-ethyluridine in 5 ml of water and then 0.2 g of 2-phenylbutyryl chloride was added to the mixture. The resulting mixture was shaken for 10 minutes, whereby a white solid was deposited. This solid was collected by filtration, washed three times with 5 ml of water each time, dried at 50° C. in vacuo over phosphorus pentoxide and recrystallized from ethanol to give 0.28 g of 2',5'-dideoxy-5-ethyl-5'-(2-phenylbuty...